This data is from the Open Reaction Database (ORD), a public repository of structured organic reaction records. The task is: describe an organic reaction: reactants, conditions, products, and yield The reactants are C(#N)C1=C(C=CC=C1)C1=CC=C(C=C1)CN1C(=NC2=C1C(=CC=C2)C(=O)OCC)CC (ethyl 1-[(2'-cyanobiphenyl-4yl)methyl]-2-ethylbenzimidazole-7-carboxylate), [N-]=[N+]=[N-].[Na+] (sodium azide), [Cl-].[NH4+] (ammonium chloride). Run in CN(C)C=O (DMF). Conditions: time 5 day. The product is C(C)C1=NC2=C(N1CC1=CC=C(C=C1)C1=C(C=CC=C1)C1=NN=NN1)C(=CC=C2)C(=O)OCC (Ethyl 2-ethyl-1-[[2'-(1H-tetrazol-5-yl)biphenyl-4-yl]methyl]benzimidazole-7-carboxylate). Reaction SMILES: [C:1]([C:3]1[CH:8]=[CH:7][CH:6]=[CH:5][C:4]=1[C:9]1[CH:14]=[CH:13][C:12]([CH2:15][N:16]2[C:20]3[C:21]([C:25]([O:27][CH2:28][CH3:29])=[O:26])=[CH:22][CH:23]=[CH:24][C:19]=3[N:18]=[C:17]2[CH2:30][CH3:31])=[CH:11][CH:10]=1)#[N:2].[N-:32]=[N+:33]=[N-:34].[Na+].[Cl-].[NH4+]>CN(C=O)C>[CH2:30]([C:17]1[N:16]([CH2:15][C:12]2[CH:11]=[CH:10][C:9]([C:4]3[CH:5]=[CH:6][CH:7]=[CH:8][C:3]=3[C:1]3[NH:34][N:33]=[N:32][N:2]=3)=[CH:14][CH:13]=2)[C:20]2[C:21]([C:25]([O:27][CH2:28][CH3:29])=[O:26])=[CH:22][CH:23]=[CH:24][C:19]=2[N:18]=1)[CH3:31] |f:1.2,3.4|. Procedure: A mixture of ethyl 1-[(2'-cyanobiphenyl-4yl)methyl]-2-ethylbenzimidazole-7-carboxylate (1.55 g), sodium azide (2.6 g) and ammonium chloride (2.14 g) in DMF (15 ml) was stirred for 5 days at 110°-120 C. The reaction mixture was worked up according to the procedure described in Working Example 23 to give crystals. Recrystallization from ethanol afforded colorless prisms (0.68 g, 40%), m.p. 188°-189° C. Reaction SMILES: [F:1][C:2]1[CH:7]=[CH:6][C:5]([C:8]2[CH2:13][C:12]([CH3:15])([CH3:14])[CH2:11][C:10]([CH3:17])([CH3:16])[CH:9]=2)=[CH:4][C:3]=1[CH3:18].[CH:19](O)=[O:20].O1COCOC1>C(OOC(=O)C1C=CC=CC=1)(=O)C1C=CC=CC=1.CCCCCCC>[F:1][C:2]1[CH:7]=[CH:6][C:5]([C:8]2[CH2:13][C:12]([CH3:14])([CH3:15])[CH2:11][C:10]([CH3:17])([CH3:16])[C:9]=2[CH:19]=[O:20])=[CH:4][C:3]=1[CH3:18]. Procedure details: To a mixture of 20 kg of 1-fluoro-2-methyl-4-(3,3,5,5-tetramethyl-1-cyclohexen-1-yl)benzene, 72 kg of 96% formic acid and 3.6 kg of 1,3,5-trioxane, 96 g of 70% benzoyl peroxide catalyst was added and the bath was heated to reflux for about 3 hours. The mixture was then cooled to room temperature and 48 kg of heptane was added with stirring. The phases were allowed to separate and the bottom layer was discarded. The top layer was washed with water, then 48 kg of methanol and 7.2 kg of 50% aqueous... Run in CCCCCCC (heptane). Reagents/catalysts: C(C1=CC=CC=C1)(=O)OOC(C1=CC=CC=C1)=O (benzoyl peroxide). Reactants: FC1=C(C=C(C=C1)C1=CC(CC(C1)(C)C)(C)C)C (1-fluoro-2-methyl-4-(3,3,5,5-tetramethyl-1-cyclohexen-1-yl)benzene), C(=O)O (formic acid), O1COCOC1 (1,3,5-trioxane). The product is FC1=C(C=C(C=C1)C1=C(C(CC(C1)(C)C)(C)C)C=O)C (2-(4-Fluoro-3-methylphenyl)-4,4,6,6-tetramethylcyclohex-1-enecarboxaldehyde). Starting materials: C(CC)NC1=NC(=NC(=N1)NCCC)N(OC(C)C)C (N-(4,6-bis-propylamino-[1,3,5]triazin-2-yl)-O-isopropyl-N-methyl-hydroxylamine), OS(=O)(=O)O (H2SO4). Run in O1CCOCC1 (1,4-dioxane). Run at time 0.5 hour. The product is S(=O)(=O)(O)O.C(CC)NC1=NC(=NC(=N1)NCCC)N(OC(C)C)C (N-(4,6-bis-propylamino-[1,3,5]triazin-2-yl)-O-isopropyl-N-methyl-hydroxylamine hydrogen sulfate). Reaction SMILES: [CH2:1]([NH:4][C:5]1[N:10]=[C:9]([NH:11][CH2:12][CH2:13][CH3:14])[N:8]=[C:7]([N:15]([CH3:20])[O:16][CH:17]([CH3:19])[CH3:18])[N:6]=1)[CH2:2][CH3:3].[OH:21][S:22]([OH:25])(=[O:24])=[O:23]>O1CCOCC1>[S:22]([OH:25])([OH:24])(=[O:23])=[O:21].[CH2:1]([NH:4][C:5]1[N:10]=[C:9]([NH:11][CH2:12][CH2:13][CH3:14])[N:8]=[C:7]([N:15]([CH3:20])[O:16][CH:17]([CH3:18])[CH3:19])[N:6]=1)[CH2:2][CH3:3] |f:3.4|. Procedure: To a solution N-(4,6-bis-propylamino-[1,3,5]triazin-2-yl)-O-isopropyl-N-methyl-hydroxylamine (LXIV, 1.93 g, 6.83 mmol) in 1,4-dioxane (6 mL) at 0° C. was added 95% H2SO4 (0.36 mL, 6.83 mmol) in a drop-wise manner. The mixture was stirred for 0.5 h at room temperature and then the volatiles were removed under reduced pressure. The residue was co-evaporated with dry toluene (3×25 mL) to yield N-(4,6-bis-propylamino-[1,3,5]triazin-2-yl)-O-isopropyl-N-methyl-hydroxylamine hydrogen sulfate (quantitat...